Dataset: the Open Reaction Database (ORD), a public repository of structured organic reaction records. Task: describe an organic reaction: reactants, conditions, products, and yield Reactants: BrC1=CC=C(C=C1)\C=C(\C1=CC=C(C=C1)Cl)/Cl (1-bromo-4-[(Z) -2-chloro-2-(4-chloro-phenyl) vinyl] benzene), [OH-].[K+] (KOH). The solvent is O1CCOCC1 (1,4-dioxane), CO (MeOH). The product is BrC1=CC=C(C=C1)C#CC1=CC=C(C=C1)Cl (1-bromo4-[(4-chlorophenyl) ethynyl] benzene). The yield is 94.1%. RXN SMILES: [Br:1][C:2]1[CH:7]=[CH:6][C:5](/[CH:8]=[C:9](\Cl)/[C:10]2[CH:15]=[CH:14][C:13]([Cl:16])=[CH:12][CH:11]=2)=[CH:4][CH:3]=1.[OH-].[K+]>O1CCOCC1.CO>[Br:1][C:2]1[CH:3]=[CH:4][C:5]([C:8]#[C:9][C:10]2[CH:11]=[CH:12][C:13]([Cl:16])=[CH:14][CH:15]=2)=[CH:6][CH:7]=1 |f:1.2|. Procedure details: To a 100 mL flask containing a solution of 1-bromo-4-[(Z) -2-chloro-2-(4-chloro-phenyl) vinyl] benzene (VId) (7.89 g; 24.05 mmol) in 1,4-dioxane (40 mL; 5 vols) and MeOH (12 mL; 1.5 vols), KOH (2.699 g; 48.10 mmol) was added in one portion. Protocol and work-up was then similar with those described above. Title compound (m=6.598 g) was obtained in a 94% yield. Melting point: 179° C. The reactants are CC(=O)OC1CCC2(C)C(CCC3C2CCC2(C)C3CC(C)C2(O)C(C)=O)C1, CC(=O)OC(C)=O, ClC(Cl)Cl, [F-], O=C([O-])C(F)(F)F, F, FC(Cl)(Cl)Cl, [Na+], [Na+], [Na+], [Na+], O=S([O-])([O-])=S, c1ccncc1. The product is CC(=O)OC1CCC2(C)C(CCC3C4CC(C)C(O)(C(C)=O)C4(C)CCC32F)C1. Reaction SMILES: [C:1]([CH3:2])(=[O:3])[O:4][CH:5]1[CH2:6][CH:7]2[CH2:8][CH2:9][CH:10]3[CH:11]4[CH2:12][CH:13]([CH3:28])[C:14]([C:15]([CH3:16])=[O:17])([OH:27])[C:18]4([CH3:26])[CH2:19][CH2:20][CH:21]3[C:22]2([CH3:25])[CH2:23][CH2:24]1.[CH3:29][C:30]([O:31][C:32](=[O:33])[CH3:34])=[O:35].[CH:65]([Cl:66])([Cl:67])[Cl:68].[F-:44].[F:36][C:37]([F:38])([F:39])[C:40]([O-:41])=[O:42].[F:46].[F:60][C:61]([Cl:62])([Cl:63])[Cl:64].[Na+:43].[Na+:45].[Na+:52].[Na+:53].[S:47]([O-:48])([O-:49])(=[O:50])=[S:51].[cH:54]1[cH:55][cH:56][n:57][cH:58][cH:59]1>>[C:1]([CH3:2])(=[O:3])[O:4][CH:5]1[CH2:6][CH:7]2[CH2:8][CH2:9][CH:10]3[CH:11]4[CH2:12][CH:13]([CH3:28])[C:14]([C:15]([CH3:16])=[O:17])([OH:27])[C:18]4([CH3:26])[CH2:19][CH2:20][C:21]3([F:36])[C:22]2([CH3:25])[CH2:23][CH2:24]1. Reactants: CC1CCCC(C)C1N, [O-]Cl, Cl, [Na+], [Na+], [OH-], O=S(=O)(O)O, Sc1nc2ccccc2s1. Product: CC1CCCC(C)C1NSc1nc2ccccc2s1. Reaction SMILES: [CH3:2][CH:3]1[CH:4]([NH2:10])[CH:5]([CH3:9])[CH2:6][CH2:7][CH2:8]1.[Cl:23][O-:24].[ClH:1].[Na+:12].[Na+:25].[OH-:11].[S:26](=[O:27])(=[O:28])([OH:29])[OH:30].[SH:13][c:14]1[s:15][c:16]2[c:17]([n:18]1)[cH:19][cH:20][cH:21][cH:22]2>>[CH3:2][CH:3]1[CH:4]([NH:10][S:13][c:14]2[s:15][c:16]3[c:17]([n:18]2)[cH:19][cH:20][cH:21][cH:22]3)[CH:5]([CH3:9])[CH2:6][CH2:7][CH2:8]1. Starting materials: N1(CCOCC1)C1=CC(NC(=N1)CC(N1CCC2=C(C=CC=C12)C(F)(F)F)=O)=O (6-(morpholin-4-yl)-2-{2-oxo-2-[4-(trifluoromethyl)-2,3-dihydro-1H-indol-1-yl]ethyl}pyrimidin-4(3H)-one), Cl.CN(CCCN=C=NCC)C (N-[3-(dimethylamino)propyl]-N′-ethylcarbodiimide hydrochloride), N1(CCOCC1)C=1N=C(NC(C1)=O)CC(=O)[O-].[Na+] (sodium [4-(morpholin-4-yl)-6-oxo-1,6-dihydropyrimidin-2-yl]acetate), N1=CC=CC=C1 (pyridine), O (water). Solvent: CN(C=O)C (N,N-dimethylformamide). Run at time 16 hour. Product: FC(OC1=C2CCN(C2=CC=C1)C(CC1=NC(=CC(N1)=O)N1CCOCC1)=O)F (2-{2-[4-(difluoromethoxy)-2,3-dihydro-1H-indol-1-yl]-2-oxoethyl}-6-(morpholin-4-yl)pyrimidin-4(3H)-one). As a reaction SMILES: N1(C2N=C(CC(=O)N3C4C(=C([C:24]([F:27])(F)[F:25])C=CC=4)CC3)NC(=O)C=2)CCOCC1.Cl.CN(C)[CH2:33][CH2:34][CH2:35][N:36]=[C:37]=NCC.[N:42]1([C:48]2[N:49]=[C:50]([CH2:55][C:56]([O-:58])=O)[NH:51][C:52](=[O:54])[CH:53]=2)[CH2:47][CH2:46][O:45][CH2:44][CH2:43]1.[Na+].[OH2:60].N1C=[CH:65][CH:64]=[CH:63][CH:62]=1>CN(C)C=O>[F:25][CH:24]([F:27])[O:60][C:64]1[CH:65]=[CH:33][CH:34]=[C:35]2[C:63]=1[CH2:62][CH2:37][N:36]2[C:56](=[O:58])[CH2:55][C:50]1[NH:51][C:52](=[O:54])[CH:53]=[C:48]([N:42]2[CH2:43][CH2:44][O:45][CH2:46][CH2:47]2)[N:49]=1 |f:1.2,3.4|. Procedure: 220 mg of 4-difluoromethoxy-2,3-dihydro-1H-indole (reference example 5d) and 364 mg of N-[3-(dimethylamino)propyl]-N′-ethylcarbodiimide hydrochloride are added to a solution of 327 mg of sodium [4-(morpholin-4-yl)-6-oxo-1,6-dihydropyrimidin-2-yl]acetate (obtained in step 2d of example 1d) in 7 ml of N,N-dimethylformamide and 7 ml of pyridine. The reaction mixture is stirred at ambient temperature for 16 hours, and then 15 ml of water are added and the mixture is extracted with ethyl acetate. The... Starting materials: CSc1cccc(Br)c1, CC(C)(C)OC(=O)N1CCC(=O)CC1, C1CCOC1, [Li]CCCC. Yields the product CSc1cccc(C2(O)CCN(C(=O)OC(C)(C)C)CC2)c1. As a reaction SMILES: [Br:1][c:2]1[cH:3][c:4]([S:8][CH3:9])[cH:5][cH:6][cH:7]1.[C:15]([CH3:16])([CH3:17])([CH3:18])[O:19][C:20](=[O:21])[N:22]1[CH2:23][CH2:24][C:25](=[O:28])[CH2:26][CH2:27]1.[CH2:29]1[O:30][CH2:31][CH2:32][CH2:33]1.[CH3:10][CH2:11][CH2:12][CH2:13][Li:14]>>[c:2]1([C:25]2([OH:28])[CH2:24][CH2:23][N:22]([C:20]([O:19][C:15]([CH3:16])([CH3:17])[CH3:18])=[O:21])[CH2:27][CH2:26]2)[cH:3][c:4]([S:8][CH3:9])[cH:5][cH:6][cH:7]1.